The task is: describe an organic reaction: reactants, conditions, products, and yield. This data is from the Open Reaction Database (ORD), a public repository of structured organic reaction records. Reactants: CC1(C)OC(=O)C=C(CC(=O)CN=[N+]=[N-])O1, O. Yields the product CC1(C)OC(=O)C=C(CC(O)CN=[N+]=[N-])O1. Reaction SMILES: [CH3:1][C:2]1([CH3:16])[O:3][C:4]([CH2:9][C:10]([CH2:11][N:12]=[N+:13]=[N-:14])=[O:15])=[CH:5][C:6](=[O:8])[O:7]1.[OH2:17]>>[CH3:1][C:2]1([CH3:16])[O:3][C:4]([CH2:9][CH:10]([CH2:11][N:12]=[N+:13]=[N-:14])[OH:15])=[CH:5][C:6](=[O:8])[O:7]1. Reactants: C(CC=C)S(=O)(=O)N(C=1C=C(C(=O)OC)C=C(C1)CCC)CC=C (methyl 3-[(3-buten-1-ylsulfonyl)(2-propen-1-yl)amino]-5-propylbenzoate). Reagents/catalysts: C1(CCCCC1)P(C1CCCCC1)(C1CCCCC1)[Ru-2](=CC1=CC=CC=C1)(P(C1CCCCC1)(C1CCCCC1)C1CCCCC1)(Cl)Cl (bis(tricyclohexylphosphino)benzylidene ruthenium (IV) dichloride). The solvent is C(Cl)Cl (CH2Cl2). Reaction conditions: time 48 hour. Product: O=S1(N(CC=CCC1)C=1C=C(C(=O)OC)C=C(C1)CCC)=O (methyl 3-(1,1-dioxido-6,7-dihydro-1,2-thiazepin-2 (3H)-yl)-5-propylbenzoate). Yield: 77.3%. RXN SMILES: [CH2:1]([S:5]([N:8]([CH2:22][CH:23]=C)[C:9]1[CH:10]=[C:11]([CH:16]=[C:17]([CH2:19][CH2:20][CH3:21])[CH:18]=1)[C:12]([O:14][CH3:15])=[O:13])(=[O:7])=[O:6])[CH2:2][CH:3]=C>C(Cl)Cl.C1(P([Ru-2](Cl)(Cl)(P(C2CCCCC2)(C2CCCCC2)C2CCCCC2)=CC2C=CC=CC=2)(C2CCCCC2)C2CCCCC2)CCCCC1>[O:6]=[S:5]1(=[O:7])[CH2:1][CH2:2][CH:3]=[CH:23][CH2:22][N:8]1[C:9]1[CH:10]=[C:11]([CH:16]=[C:17]([CH2:19][CH2:20][CH3:21])[CH:18]=1)[C:12]([O:14][CH3:15])=[O:13]. Procedure details: To a solution of methyl 3-[(3-buten-1-ylsulfonyl)(2-propen-1-yl)amino]-5-propylbenzoate (D135) (1 g, 2.8 mmol, 1 equiv) in CH2Cl2 (200 ml) was added bis(tricyclohexylphosphino)benzylidene ruthenium (IV) dichloride (117 mg, 0.14 mmol, 0.05 equiv) and the resulting solution was stirred at room temperature for 48 h then concentrated in vacuo. Purification of the residue by flash chromatography on silica gel (iso-hexane/AcOEt: 9:1) gave methyl 3-(1,1-dioxido-6,7-dihydro-1,2-thiazepin-2 (3H)-yl)-5-pr... Reactants: CCS, O=C(Cc1cccs1)Nc1cc2ccc(C(F)(F)F)cc2nc1Cl, [K+], [K+], O=C([O-])[O-], CN(C)C=O, O. Yields the product CCSc1nc2cc(C(F)(F)F)ccc2cc1NC(=O)Cc1cccs1. Reaction SMILES: [CH2:7]([CH3:8])[SH:9].[Cl:10][c:11]1[n:12][c:13]2[cH:14][c:15]([C:30]([F:31])([F:32])[F:33])[cH:16][cH:17][c:18]2[cH:19][c:20]1[NH:21][C:22]([CH2:23][c:24]1[s:25][cH:26][cH:27][cH:28]1)=[O:29].[K+:1].[K+:2].[O-:3][C:4]([O-:5])=[O:6].[O:34]=[CH:35][N:36]([CH3:37])[CH3:38].[OH2:39]>>[CH2:7]([CH3:8])[S:9][c:11]1[n:12][c:13]2[cH:14][c:15]([C:30]([F:31])([F:32])[F:33])[cH:16][cH:17][c:18]2[cH:19][c:20]1[NH:21][C:22]([CH2:23][c:24]1[s:25][cH:26][cH:27][cH:28]1)=[O:29]. Starting materials: C(C=C)C1=C(C=CC=C1)O (o-Allylphenol), FC1=C(C(=O)C2=CC=C(C=C2)F)C=CC=C1 (2,4'-difluorobenzophenone), C([O-])([O-])=O.[K+].[K+] (potassium carbonate), CN1C(CCC1)=O (N-methylpyrrolidone), C1(=CC=CC=C1)C (toluene). Run at temperature 160 celsius, time 8 hour. The product is C(=CC)C1=C(OC2=C(C(=O)C3=CC=C(C=C3)OC3=C(C=CC=C3)C=CC)C=CC=C2)C=CC=C1 (2,4'-bis[o-(1-propenyl)phenoxy]benzophenone). Reaction SMILES: [CH2:1]([C:4]1[CH:9]=[CH:8][CH:7]=[CH:6][C:5]=1[OH:10])[CH:2]=[CH2:3].F[C:12]1[CH:26]=[CH:25][CH:24]=[CH:23][C:13]=1[C:14]([C:16]1[CH:21]=[CH:20][C:19](F)=[CH:18][CH:17]=1)=[O:15].[C:27](=[O:30])([O-])[O-].[K+].[K+].[CH3:33]N1CCCC1=O.[C:40]1([CH3:46])[CH:45]=[CH:44][CH:43]=[CH:42][CH:41]=1>>[CH:1]([C:4]1[CH:9]=[CH:8][CH:7]=[CH:6][C:5]=1[O:10][C:12]1[CH:26]=[CH:25][CH:24]=[CH:23][C:13]=1[C:14]([C:16]1[CH:21]=[CH:20][C:19]([O:30][C:27]2[CH:33]=[CH:41][CH:42]=[CH:43][C:44]=2[CH:45]=[CH:40][CH3:46])=[CH:18][CH:17]=1)=[O:15])=[CH:2][CH3:3] |f:2.3.4|. Procedure: o-Allylphenol (245.6 g), 2,4'-difluorobenzophenone (200 g), potassium carbonate (187.4 g), dry N-methylpyrrolidone (700 ml) and toluene (250 ml) are placed in a 3-necked 2500 ml flask fitted with a stirrer, reflex condensor and thermometer and the mixture is heated under nitrogen to a temperature of 160° C. and stirred for 8 hours. Water and toluene are separated via a Dean Stark trap and finally after 8 hours the reaction mixture reaches a temperature of 160° C. The mixture is cooled to 100° C.... The reactants are 50-L, C1(C(=C(C2=CC=C3C(=C12)C=CC=C3)O)O)O (benzindene triol), CC(=O)C (acetone), C(=O)([O-])[O-].[K+].[K+] (K2CO3), ClCC#N (chloroacetonitrile), ethanolic solution. The reagents and catalysts are [Br-].C(CCC)[N+](CCCC)(CCCC)CCCC (tetrabutylammonium bromide). Run in CO.C(Cl)Cl (methanol CH2Cl2). Run at temperature 23 celsius, time 44 hour. Yields the product C1(C=CC2=CC=C3C(=C12)C=CC=C3)C#N (benzindene nitrile). RXN SMILES: [CH:1]1(O)[C:9]2[C:4](=[CH:5][CH:6]=[C:7]3[CH:13]=[CH:12][CH:11]=[CH:10][C:8]3=2)[C:3](O)=[C:2]1O.CC(C)=O.C([O-])([O-])=O.[K+].[K+].ClC[C:29]#[N:30]>[Br-].C([N+](CCCC)(CCCC)CCCC)CCC.CO.C(Cl)Cl>[CH:1]1([C:29]#[N:30])[C:9]2[C:4](=[CH:5][CH:6]=[C:7]3[CH:13]=[CH:12][CH:11]=[CH:10][C:8]3=2)[CH:3]=[CH:2]1 |f:2.3.4,6.7,8.9|. Procedure details: A 50-L, three-neck, round-bottom flask equipped with a mechanical stirrer and a thermocouple was charged with benzindene triol (1250 g), acetone (19 L) and K2CO3 (powdered) (1296 g), chloroacetonitrile (567 g), tetrabutylammonium bromide (36 g). The reaction mixture was stirred vigorously at room temperature (23±2° C.) for 16-72 h. The progress of the reaction was monitored by TLC. (methanol/CH2Cl2; 1:9 and developed by 10% ethanolic solution of PMA). After completion of reaction, the reaction m...